From a dataset of the Open Reaction Database (ORD), a public repository of structured organic reaction records. describe an organic reaction: reactants, conditions, products, and yield Product: OCC(=O)[C@@H](O)[C@H](O)[C@H](O)CO (fructose). As a reaction SMILES: [O:1]=[CH:2][C@@H:3]([C@H:5]([C@@H:7]([C@@H:9]([CH2:11][OH:12])[OH:10])[OH:8])[OH:6])[OH:4].P([O-])([O-])([O-])=O>>[OH:1][CH2:2][C:3]([C@H:5]([C@@H:7]([C@@H:9]([CH2:11][OH:12])[OH:10])[OH:8])[OH:6])=[O:4]. Procedure details: To a glucose isomerase solution are added a 0.1 M D-glucose solution, a 0.05 M phosphate buffer solution and a 0.005 M MgSO4.7H2O solution. While maintaining at pH 7.0, the reaction is continued at 70° C. for one hour and the amount of fructose produced is measured. The unit of activity is expressed in terms of "unit" and the amount of enzyme which produces 1 mg of fructose under the above conditions is defined as 1 unit. The reactants are MgSO4.7H2O, O=C[C@H](O)[C@@H](O)[C@H](O)[C@H](O)CO (glucose), O=C[C@H](O)[C@@H](O)[C@H](O)[C@H](O)CO (D-glucose), P(=O)([O-])([O-])[O-] (phosphate). Run at time 1 hour. The reactants are C(C)(C)(C)OC(NC1(CCC1)C1=CC=C(C=C1)C=1N=C2N(C=CC=C2)C1C1=CC=CC=C1)=O ({1-[4-(3-phenyl-imidazo[1,2-a]pyridin-2-yl)-phenyl]-cyclobutyl}-carbamic acid tert-butyl ester), solution, Cl (HCl), O1CCOCC1 (dioxane). Run in CO (MeOH), C(Cl)Cl (CH2Cl2). Reaction conditions: time 12 hour. Yields the product C1(=CC=CC=C1)C1=C(N=C2N1C=CC=C2)C2=CC=C(C=C2)C2(CCC2)N (1-[4-(3-phenyl-imidazo[1,2-a]pyridin-2-yl)-phenyl]-cyclobutylamine). The yield is 48.2%. Reaction SMILES: C(OC(=O)[NH:7][C:8]1([C:12]2[CH:17]=[CH:16][C:15]([C:18]3[N:19]=[C:20]4[CH:25]=[CH:24][CH:23]=[CH:22][N:21]4[C:26]=3[C:27]3[CH:32]=[CH:31][CH:30]=[CH:29][CH:28]=3)=[CH:14][CH:13]=2)[CH2:11][CH2:10][CH2:9]1)(C)(C)C.Cl.O1CCOCC1>CO.C(Cl)Cl>[C:27]1([C:26]2[N:21]3[CH:22]=[CH:23][CH:24]=[CH:25][C:20]3=[N:19][C:18]=2[C:15]2[CH:14]=[CH:13][C:12]([C:8]3([NH2:7])[CH2:11][CH2:10][CH2:9]3)=[CH:17][CH:16]=2)[CH:28]=[CH:29][CH:30]=[CH:31][CH:32]=1. Procedure details: To a solution of {1-[4-(3-phenyl-imidazo[1,2-a]pyridin-2-yl)-phenyl]-cyclobutyl}-carbamic acid tert-butyl ester (50 mg, 0.11 mmol) in MeOH (0.45 mL) and CH2Cl2 (0.75 mL) was added a 4 molar solution of HCl in dioxane (0.57 mL, 2.2 mmol, 20 5equiv). The resulting solution was stirred at room temperature for 12 h, then was concentrated under reduced pressure. The remaining material was purified using MPLC (Biotage Isolera; 10 g SNAP cartridge: 100% CH2Cl2 4.0 min., gradient to 95% CH2Cl2/5% MeOH 9... Starting materials: O=C([O-])[O-], CCCCN, [Cu], [K+], [K+], CCCN(Cc1ccc(-c2ccccc2-c2nnnn2C(c2ccccc2)(c2ccccc2)c2ccccc2)cc1)c1nn(CCc2ccccc2)c(Br)c1C(=O)OCC. Yields the product CCCCNc1c(C(=O)OCC)c(N(CCC)Cc2ccc(-c3ccccc3-c3nnnn3C(c3ccccc3)(c3ccccc3)c3ccccc3)cc2)nn1CCc1ccccc1. As a reaction SMILES: [C:1](=[O:2])([O-:3])[O-:4].[CH2:7]([CH2:8][CH2:9][CH3:10])[NH2:11].[Cu:72].[K+:5].[K+:6].[c:12]1([CH2:18][CH2:19][n:20]2[n:21][c:22]([N:31]([CH2:32][c:33]3[cH:34][cH:35][c:36](-[c:39]4[c:40](-[c:45]5[n:46][n:47][n:48][n:49]5[C:50]([c:51]5[cH:52][cH:53][cH:54][cH:55][cH:56]5)([c:57]5[cH:58][cH:59][cH:60][cH:61][cH:62]5)[c:63]5[cH:64][cH:65][cH:66][cH:67][cH:68]5)[cH:41][cH:42][cH:43][cH:44]4)[cH:37][cH:38]3)[CH2:69][CH2:70][CH3:71])[c:23]([C:26](=[O:27])[O:28][CH2:29][CH3:30])[c:24]2[Br:25])[cH:13][cH:14][cH:15][cH:16][cH:17]1>>[CH2:7]([CH2:8][CH2:9][CH3:10])[NH:11][c:24]1[n:20]([CH2:19][CH2:18][c:12]2[cH:13][cH:14][cH:15][cH:16][cH:17]2)[n:21][c:22]([N:31]([CH2:32][c:33]2[cH:34][cH:35][c:36](-[c:39]3[c:40](-[c:45]4[n:46][n:47][n:48][n:49]4[C:50]([c:51]4[cH:52][cH:53][cH:54][cH:55][cH:56]4)([c:57]4[cH:58][cH:59][cH:60][cH:61][cH:62]4)[c:63]4[cH:64][cH:65][cH:66][cH:67][cH:68]4)[cH:41][cH:42][cH:43][cH:44]3)[cH:37][cH:38]2)[CH2:69][CH2:70][CH3:71])[c:23]1[C:26](=[O:27])[O:28][CH2:29][CH3:30]. Starting materials: ClC1=NC=NC2=CC(=C(C=C12)OC)OCCCN1CCOCC1 (4-chloro-6-methoxy-7-(3-morpholinopropoxy)quinazoline), C(N)(=O)C=1C=C2CC(NC2=CC1)=O (5-carbamoyloxindole), [H-].[Na+] (sodium hydride). The solvent is CN(C)C=O (DMF), CN(C)C=O (DMF). Run at time 20 minute. The product is Cl.C(N)(=O)C=1C=C2C(C(NC2=CC1)=O)C1=NC=NC2=CC(=C(C=C12)OC)OCCCN1CCOCC1 (4-(5-carbamoyloxindol-3-yl)-6-methoxy-7-(3-morpholinopropoxy)quinazoline hydrochloride). Yield: 48.4%. As a reaction SMILES: [C:1]([C:4]1[CH:5]=[C:6]2[C:10](=[CH:11][CH:12]=1)[NH:9][C:8](=[O:13])[CH2:7]2)(=[O:3])[NH2:2].[H-].[Na+].[Cl:16][C:17]1[C:26]2[C:21](=[CH:22][C:23]([O:29][CH2:30][CH2:31][CH2:32][N:33]3[CH2:38][CH2:37][O:36][CH2:35][CH2:34]3)=[C:24]([O:27][CH3:28])[CH:25]=2)[N:20]=[CH:19][N:18]=1>CN(C=O)C>[ClH:16].[C:1]([C:4]1[CH:5]=[C:6]2[C:10](=[CH:11][CH:12]=1)[NH:9][C:8](=[O:13])[CH:7]2[C:17]1[C:26]2[C:21](=[CH:22][C:23]([O:29][CH2:30][CH2:31][CH2:32][N:33]3[CH2:34][CH2:35][O:36][CH2:37][CH2:38]3)=[C:24]([O:27][CH3:28])[CH:25]=2)[N:20]=[CH:19][N:18]=1)(=[O:3])[NH2:2] |f:1.2,5.6|. Procedure details: A solution of 5-carbamoyloxindole (391 mg, 2.2 mmol) in DMF (5 ml) was added dropwise to sodium hydride (89 mg, 2.2 mmol, prewashed with hexane) in DMF (3.5 ml). The mixture was stirred for 20 minutes at ambient temperature and 4-chloro-6-methoxy-7-(3-morpholinopropoxy)quinazoline (250 mg, 0.74 mmol), (prepared as described for the starting material in Example 5), was added as a solid and the mixture was heated at 60° C. for 1 hour. The volatiles were removed by evaporation and the residue was p... Reactants: Cl (HCl), [H-].[Na+] (sodium hydride), C12(CC3CC(CC(C1)C3)C2)C=2C=C(C=CC2O)C=2C=C3C=CC(=CC3=CC2)C(=O)OCC2=CC=CC=C2 (benzyl 6-[3-(1-adamantyl)-4-hydroxyphenyl]-2-naphthoate), BrCC(=O)OC (methyl bromoacetate). Solvent: CN(C)C=O (DMF). Run at time 1 hour. The product is C12(CC3CC(CC(C1)C3)C2)C=2C=C(C=CC2OCC(=O)OC)C=2C=C3C=CC(=CC3=CC2)C(=O)OCC2=CC=CC=C2 (Benzyl 6-[3-(1-adamantyl)-4-methoxycarbonylmethyloxyphenyl]-2-naphthoate). Reaction SMILES: [H-].[Na+].[C:3]12([C:13]3[CH:14]=[C:15]([C:20]4[CH:21]=[C:22]5[C:27](=[CH:28][CH:29]=4)[CH:26]=[C:25]([C:30]([O:32][CH2:33][C:34]4[CH:39]=[CH:38][CH:37]=[CH:36][CH:35]=4)=[O:31])[CH:24]=[CH:23]5)[CH:16]=[CH:17][C:18]=3[OH:19])[CH2:12][CH:7]3[CH2:8][CH:9]([CH2:11][CH:5]([CH2:6]3)[CH2:4]1)[CH2:10]2.Br[CH2:41][C:42]([O:44][CH3:45])=[O:43].Cl>CN(C=O)C>[C:3]12([C:13]3[CH:14]=[C:15]([C:20]4[CH:21]=[C:22]5[C:27](=[CH:28][CH:29]=4)[CH:26]=[C:25]([C:30]([O:32][CH2:33][C:34]4[CH:35]=[CH:36][CH:37]=[CH:38][CH:39]=4)=[O:31])[CH:24]=[CH:23]5)[CH:16]=[CH:17][C:18]=3[O:19][CH2:41][C:42]([O:44][CH3:45])=[O:43])[CH2:4][CH:5]3[CH2:6][CH:7]([CH2:8][CH:9]([CH2:11]3)[CH2:10]1)[CH2:12]2 |f:0.1|. Reported procedure: 136 mg of 80% sodium hydride in oil are added to a solution of 8 g (16mmol) of benzyl 6-[3-(1-adamantyl)-4-hydroxyphenyl]-2-naphthoate in 100 ml of DMF. The mixture is left stirring for 1 h and 1.6 ml (16.4 mmol) of methyl bromoacetate are added. The reaction mixture is left stirring overnight, and it is then poured into ice cold water and acidified to pH 2 with concentrated HCl. The solid is filtered and recrystallized from ether. 8.52 g (95%) of the expected derivative are recovered, which der... The reactants are C1(=CC=C(C=C1)C(=O)N1[C@@H](CC(C1)=NOC)C(N)=NO)C1=CC=CC=C1 ((2S,4EZ)-1-([1,1′-biphenyl]-4-ylcarbonyl)-N′-hydroxy-4-(methoxyimino)-2-pyrrolidinecarboximidamide), C1(=CC=C(C=C1)C(=O)N1[C@@H](CC(C1)=NOC)C(N)=NO)C1=CC=CC=C1 ((2S,4EZ)-1-([1,1′-biphenyl]-4-ylcarbonyl)-N′-hydroxy-4-(methoxyimino)-2-pyrrolidinecarboximidamide), C(C)(C)(C)OC(CC[C@@H](C(=O)O)NC(=O)OC(C)(C)C)=O ((2S)-5-tert-butoxy-2-[(tert-butoxycarbonyl)amino]-5-oxopentanoic acid). Yields the product C1(=CC=C(C=C1)C(=O)N1[C@@H](CC(C1)=NOC)C1=NOC(=N1)[C@H](CCC(=O)OC(C)(C)C)NC(=O)OC(C)(C)C)C1=CC=CC=C1 (tert-butyl (4S)-4-{3-[(2S,4EZ)-1-([1,1′-biphenyl]-4-ylcarbonyl)-4-(methoxyimino)pyrrolidinyl]-1,2,4-oxadiazol-5-yl}-4-[(tert-butoxycarbonyl)amino]butanoate). Yield: 75.0%. RXN SMILES: [C:1]1([C:21]2[CH:26]=[CH:25][CH:24]=[CH:23][CH:22]=2)[CH:6]=[CH:5][C:4]([C:7]([N:9]2[CH2:13][C:12](=[N:14][O:15][CH3:16])[CH2:11][C@H:10]2[C:17](=[N:19][OH:20])[NH2:18])=[O:8])=[CH:3][CH:2]=1.[C:27]([O:31][C:32](=[O:47])[CH2:33][CH2:34][C@H:35]([NH:39][C:40]([O:42][C:43]([CH3:46])([CH3:45])[CH3:44])=[O:41])[C:36](O)=O)([CH3:30])([CH3:29])[CH3:28]>>[C:1]1([C:21]2[CH:26]=[CH:25][CH:24]=[CH:23][CH:22]=2)[CH:2]=[CH:3][C:4]([C:7]([N:9]2[CH2:13][C:12](=[N:14][O:15][CH3:16])[CH2:11][C@H:10]2[C:17]2[N:18]=[C:36]([C@@H:35]([NH:39][C:40]([O:42][C:43]([CH3:44])([CH3:46])[CH3:45])=[O:41])[CH2:34][CH2:33][C:32]([O:31][C:27]([CH3:28])([CH3:29])[CH3:30])=[O:47])[O:20][N:19]=2)=[O:8])=[CH:5][CH:6]=1. Procedure details: Following the general method as outlined in Example 15, starting from (2S,4EZ)-1-([1,1′-biphenyl]-4-ylcarbonyl)-N′-hydroxy-4-(methoxyimino)-2-pyrrolidinecarboximidamide (Intermediate 8) and (2S)-5-tert-butoxy-2-[(tert-butoxycarbonyl)amino]-5-oxopentanoic acid, the title compound was obtained in 75% yield (78.9% purity by HPLC).